From a dataset of the Open Reaction Database (ORD), a public repository of structured organic reaction records. describe an organic reaction: reactants, conditions, products, and yield Product: COC(=O)c1ccc(C(=O)NC(C)c2ccc(-c3ccccc3OC)s2)s1. The reactants are OBO, COC(=O)c1ccc(C(=O)NC(C)c2ccc(Br)s2)s1, COc1ccccc1. As a reaction SMILES: [BH:21]([OH:22])[OH:23].[CH3:1][O:2][C:3](=[O:4])[c:5]1[s:6][c:7]([C:10]([NH:11][CH:12]([CH3:13])[c:14]2[s:15][c:16]([Br:19])[cH:17][cH:18]2)=[O:20])[cH:8][cH:9]1.[CH3:24][O:25][c:26]1[cH:27][cH:28][cH:29][cH:30][cH:31]1>>[CH3:1][O:2][C:3](=[O:4])[c:5]1[s:6][c:7]([C:10]([NH:11][CH:12]([CH3:13])[c:14]2[s:15][c:16](-[c:27]3[c:26]([O:25][CH3:24])[cH:31][cH:30][cH:29][cH:28]3)[cH:17][cH:18]2)=[O:20])[cH:8][cH:9]1. Starting materials: CO, Cc1ccc(C(=O)O)nc1S(=O)(=O)O, Cl, C1COCCO1. Yields the product COC(=O)c1ccc(C)c(S(=O)(=O)O)n1. As a reaction SMILES: [CH3:16][OH:17].[CH3:1][c:2]1[cH:3][cH:4][c:5]([C:12](=[O:13])[OH:14])[n:6][c:7]1[S:8](=[O:9])(=[O:10])[OH:11].[ClH:15].[O:18]1[CH2:19][CH2:20][O:21][CH2:22][CH2:23]1>>[CH3:1][c:2]1[cH:3][cH:4][c:5]([C:12]([O:13][CH3:16])=[O:14])[n:6][c:7]1[S:8](=[O:9])(=[O:10])[OH:11]. The reactants are C(C)(=O)C=1C=CC=2N(C3=CC=C(C=C3C2C1)C(C)=O)CC (3,6-diacetyl-N-ethylcarbazole), ClC1=CC(=CC=C1)C(=O)OO (m-chloroperbenzoic acid). Run in C(Cl)(Cl)Cl (chloroform). Run at time 4 day. Yields the product C(C)(=O)OC=1C=CC=2N(C3=CC=C(C=C3C2C1)OC(C)=O)CC (N-ETHYL-3,6-CARBAZOLEDIOL DIACETATE). Reaction SMILES: C([C:4]1[CH:5]=[CH:6][C:7]2[N:8]([CH2:20][CH3:21])[C:9]3[C:14]([C:15]=2[CH:16]=1)=[CH:13][C:12](C(=O)C)=[CH:11][CH:10]=3)(=O)C.ClC1C=CC=[C:25]([C:29]([O:31]O)=[O:30])C=1>C(Cl)(Cl)Cl>[C:29]([O:31][C:4]1[CH:5]=[CH:6][C:7]2[N:8]([CH2:20][CH3:21])[C:9]3[C:14]([C:15]=2[CH:16]=1)=[CH:13][C:12]([O:31][C:29](=[O:30])[CH3:25])=[CH:11][CH:10]=3)(=[O:30])[CH3:25]. Reported procedure: To a solution of 104 g (0.37 mole) of 3,6-diacetyl-N-ethylcarbazole in 1700 ml of chloroform (hydrocarbon stabilized) previously cooled to 15°C was added 138 g (0.8 mole) of m-chloroperbenzoic acid. The reaction was stirred at room temperature for 4 days, then filtered. The filtrate was washed with saturated sodium bicarbonate solution and with water, then dried over anhydrous magnesium sulfate and evaporated to dryness in vacuo leaving a solid which was recrystallized from acetone-water and the... Reactants: BrC1=CC(=C(C(=O)C=2C=NOC2C2CC2)C=C1)CSC (4-[4-bromo-2-(methylsulphenylmethyl)benzoyl]-5-cyclopropylisoxazole), ClC1=CC(=CC=C1)C(=O)OO (3-chloroperbenzoic acid), S([O-])(O)=O.[Na+] (sodium bisulphite). The solvent is ClCCl (dichloromethane). Run at temperature 0 celsius, time 30 minute. The product is C1(CC1)C1=C(C=NO1)C(C1=C(C=C(C=C1)Br)CS(=O)(=O)C)=O (5-cyclopropyl-4-[4-bromo-2-(methylsulphonylmethyl)benzoyl]isoxazole). Reaction SMILES: [Br:1][C:2]1[CH:17]=[CH:16][C:5]([C:6]([C:8]2[CH:9]=[N:10][O:11][C:12]=2[CH:13]2[CH2:15][CH2:14]2)=[O:7])=[C:4]([CH2:18]SC)[CH:3]=1.Cl[C:22]1C=CC=C(C(OO)=O)C=1.[S:32](=[O:35])(O)[O-:33].[Na+]>ClCCl>[CH:13]1([C:12]2[O:11][N:10]=[CH:9][C:8]=2[C:6](=[O:7])[C:5]2[CH:16]=[CH:17][C:2]([Br:1])=[CH:3][C:4]=2[CH2:18][S:32]([CH3:22])(=[O:35])=[O:33])[CH2:14][CH2:15]1 |f:2.3|. Reported procedure: A mixture of 4-[4-bromo-2-(methylsulphenylmethyl)benzoyl]-5-cyclopropylisoxazole (0.7 g) and 3-chloroperbenzoic acid (1.5 g) in dichloromethane was stirred for 30 minutes at 0° C. and then at 1 hour at 25° C. The mixture was then treated with an aqueous solution of sodium bisulphite and filtered. After decanting, the organic layer was washed with a solution of sodium acetate, brine, dried (sodium sulphate), filtered and evaporated to yield a clean oil which was crystallised from ether to give 5-... Reactants: CCCN1Cc2cc(Oc3cccc(NC(=O)OCc4ccccc4)c3)ccc2N=C1NC(=O)OC(C)(C)C, CO. The product is CCCN1Cc2cc(Oc3cccc(N)c3)ccc2N=C1NC(=O)OC(C)(C)C. As a reaction SMILES: [C:1]([CH3:2])([CH3:3])([CH3:4])[O:5][C:6]([NH:7][C:8]1=[N:9][c:10]2[cH:11][cH:12][c:13]([O:21][c:22]3[cH:23][c:24]([NH:28][C:29]([O:30][CH2:31][c:32]4[cH:33][cH:34][cH:35][cH:36][cH:37]4)=[O:38])[cH:25][cH:26][cH:27]3)[cH:14][c:15]2[CH2:16][N:17]1[CH2:18][CH2:19][CH3:20])=[O:39].[CH3:40][OH:41]>>[C:1]([CH3:2])([CH3:3])([CH3:4])[O:5][C:6]([NH:7][C:8]1=[N:9][c:10]2[cH:11][cH:12][c:13]([O:21][c:22]3[cH:23][c:24]([NH2:28])[cH:25][cH:26][cH:27]3)[cH:14][c:15]2[CH2:16][N:17]1[CH2:18][CH2:19][CH3:20])=[O:39]. Reactants: Cc1ncccc1NC(=O)c1ccc2c(c1)CCC1CC(O)(c3ccccc3)C(C)(O)CC21Cc1ccccc1, ClCCl, CO, Cl, O=[O+][O-]. Product: Cc1ncccc1NC(=O)c1ccc2c(c1)C(=O)CC1CC(O)(c3ccccc3)C(C)(O)CC21Cc1ccccc1. RXN SMILES: [CH2:1]([c:2]1[cH:3][cH:4][cH:5][cH:6][cH:7]1)[C:8]12[c:9]3[cH:10][cH:11][c:12]([C:31](=[O:32])[NH:33][c:34]4[c:35]([CH3:40])[n:36][cH:37][cH:38][cH:39]4)[cH:13][c:14]3[CH2:15][CH2:16][CH:17]1[CH2:18][C:19]([c:24]1[cH:25][cH:26][cH:27][cH:28][cH:29]1)([OH:30])[C:20]([CH3:22])([OH:23])[CH2:21]2.[CH2:45]([Cl:46])[Cl:47].[CH3:48][OH:49].[ClH:41].[O-:42][O+:43]=[O:44]>>[CH2:1]([c:2]1[cH:3][cH:4][cH:5][cH:6][cH:7]1)[C:8]12[c:9]3[cH:10][cH:11][c:12]([C:31](=[O:32])[NH:33][c:34]4[c:35]([CH3:40])[n:36][cH:37][cH:38][cH:39]4)[cH:13][c:14]3[C:15](=[O:42])[CH2:16][CH:17]1[CH2:18][C:19]([c:24]1[cH:25][cH:26][cH:27][cH:28][cH:29]1)([OH:30])[C:20]([CH3:22])([OH:23])[CH2:21]2. Reactants: CC(C)(C)OC(=O)CBr, O=C([O-])[O-], CN, CCOC(C)=O, CN(C)C=O, Cl, [I-], [K+], [K+], [K+], Nc1ccccc1C(=O)c1ccccc1, [Na+], O=C([O-])O. Reaction SMILES: [Br:24][CH2:25][C:26](=[O:27])[O:28][C:29]([CH3:30])([CH3:31])[CH3:32].[C:18](=[O:19])([O-:20])[O-:21].[CH3:33][NH2:34].[CH3:41][CH2:42][O:43][C:44](=[O:45])[CH3:46].[CH3:47][N:48]([CH3:49])[CH:50]=[O:51].[ClH:35].[I-:17].[K+:16].[K+:22].[K+:23].[NH2:1][c:2]1[c:3]([C:4](=[O:5])[c:6]2[cH:7][cH:8][cH:9][cH:10][cH:11]2)[cH:12][cH:13][cH:14][cH:15]1.[Na+:36].[OH:37][C:38](=[O:39])[O-:40]>>[NH:1]([c:2]1[c:3]([C:4](=[O:5])[c:6]2[cH:7][cH:8][cH:9][cH:10][cH:11]2)[cH:12][cH:13][cH:14][cH:15]1)[CH2:25][C:26](=[O:27])[O:28][C:29]([CH3:30])([CH3:31])[CH3:32]. Yields the product CC(C)(C)OC(=O)CNc1ccccc1C(=O)c1ccccc1.